Dataset: the Open Reaction Database (ORD), a public repository of structured organic reaction records. Task: describe an organic reaction: reactants, conditions, products, and yield Starting materials: ClCCCCC(=O)C1=CC=2CC3=CC(=CC=C3C2C=C1)C(CCCCCl)=O (2,7-bis(5-chlorovaleryl)fluorene), CC1CCNCC1 (4-methylpiperidine). Product: CC1CCN(CC1)CCCCC(=O)C1=CC=2CC3=CC(=CC=C3C2C=C1)C(CCCCN1CCC(CC1)C)=O (2,7-bis[5-(4-methylpiperidino)valeryl]fluorene). Reaction SMILES: Cl[CH2:2][CH2:3][CH2:4][CH2:5][C:6]([C:8]1[CH:20]=[CH:19][C:18]2[C:17]3[C:12](=[CH:13][C:14]([C:21](=[O:27])[CH2:22][CH2:23][CH2:24][CH2:25]Cl)=[CH:15][CH:16]=3)[CH2:11][C:10]=2[CH:9]=1)=[O:7].[CH3:28][CH:29]1[CH2:34][CH2:33][NH:32][CH2:31][CH2:30]1>>[CH3:28][CH:29]1[CH2:34][CH2:33][N:32]([CH2:2][CH2:3][CH2:4][CH2:5][C:6]([C:8]2[CH:20]=[CH:19][C:18]3[C:17]4[C:12](=[CH:13][C:14]([C:21](=[O:27])[CH2:22][CH2:23][CH2:24][CH2:25][N:32]5[CH2:33][CH2:34][CH:29]([CH3:28])[CH2:30][CH2:31]5)=[CH:15][CH:16]=4)[CH2:11][C:10]=3[CH:9]=2)=[O:7])[CH2:31][CH2:30]1. Reported procedure: Following the procedure of Example 7, 20.2g (0.05 mole) of 2,7-bis(5-chlorovaleryl)fluorene, prepared in Example 2, and 39.6g (0.4 mole) of 4-methylpiperidine were reacted to give the desired product which was recrystallized three times from chloroform-acetone. M.P. 143°-144.5° C, λmaxCHCl3 329, E1cm1% 731. Starting materials: CI, CN(C)C=O, [H-], [Na+], O, O=C(Cc1ccc(Cl)cc1Cl)c1cccnc1. The product is CC(C(=O)c1cccnc1)c1ccc(Cl)cc1Cl. As a reaction SMILES: [CH3:20][I:21].[CH3:23][N:24]([CH3:25])[CH:26]=[O:27].[H-:18].[Na+:19].[OH2:22].[n:1]1[cH:2][c:3]([C:7](=[O:8])[CH2:9][c:10]2[c:11]([Cl:17])[cH:12][c:13]([Cl:16])[cH:14][cH:15]2)[cH:4][cH:5][cH:6]1>>[n:1]1[cH:2][c:3]([C:7](=[O:8])[CH:9]([c:10]2[c:11]([Cl:17])[cH:12][c:13]([Cl:16])[cH:14][cH:15]2)[CH3:20])[cH:4][cH:5][cH:6]1. Starting materials: [Br-], C1CCOC1, O=C1CCN(Cc2ccccc2)C1, C[Mg+], [Cl-], [NH4+]. Yields the product CC1(O)CCN(Cc2ccccc2)C1. Reaction SMILES: [Br-:14].[CH2:19]1[O:20][CH2:21][CH2:22][CH2:23]1.[CH2:1]([c:2]1[cH:3][cH:4][cH:5][cH:6][cH:7]1)[N:8]1[CH2:9][C:10](=[O:13])[CH2:11][CH2:12]1.[CH3:15][Mg+:16].[Cl-:17].[NH4+:18]>>[CH2:1]([c:2]1[cH:3][cH:4][cH:5][cH:6][cH:7]1)[N:8]1[CH2:9][C:10]([OH:13])([CH3:15])[CH2:11][CH2:12]1. Starting materials: NCC1=CNC2=CC=CC=C12 (3-(aminomethyl) indole), imidoyl chloride, Cl (hydrogen chloride), N (ammonia), ClC(C(=O)Cl)(Cl)Cl (trichloroacetyl chloride), P(Cl)(Cl)(Cl)(Cl)Cl (phosphorus pentachloride), N1=CC=CC=C1 (pyridine). The solvent is O (water), C1=CC=CC=C1 (benzene). Yields the product N1C=C(C2=CC=CC=C12)CNC(C(Cl)(Cl)Cl)=N (N-(3-indolylmethyl) trichloroacetamidine). RXN SMILES: [NH2:1][CH2:2][C:3]1[C:11]2[C:6](=[CH:7][CH:8]=[CH:9][CH:10]=2)[NH:5][CH:4]=1.[Cl:12][C:13]([Cl:18])([Cl:17])[C:14](Cl)=O.P(Cl)(Cl)(Cl)(Cl)Cl.Cl.[N:26]1C=CC=CC=1.N>O.C1C=CC=CC=1>[NH:5]1[C:6]2[C:11](=[CH:10][CH:9]=[CH:8][CH:7]=2)[C:3]([CH2:2][NH:1][C:14](=[NH:26])[C:13]([Cl:18])([Cl:17])[Cl:12])=[CH:4]1. Procedure details: To a stirred solution of 14.6 g. (0.1 mole) of 3-(aminomethyl) indole in 30 ml. of benzene is added dropwise 18.2 g. (0.1 mole) of trichloroacetyl chloride over a period of approximately 5 minutes. The reaction mixture is heated at reflux for 30 minutes, cooled and concentrated to dryness in vacuo. The resultant solid is broken up and ground in a mortar to give a powder which is mixed well with 20.8 g. (0.1 mole) of phosphorus pentachloride. The mixture is heated in an oil bath at 110° C. until ... Reactants: [BH4-].[Na+] (sodium borohydride), C(C)(C)(C)C1=C(C=C(C=C1)CCCCC(CC1CCCCC1)=O)NC(CC1C2=CC=CC=C2OC=2C=CC=CC12)=O (N-[2-t-Butyl-5-(6-cyclohexyl-5-oxohexyl)phenyl]-2-(9H-xanthen-9-yl)acetamide). The solvent is methanolic suspension. Run at time 1 hour. The product is C(C)(C)(C)C1=C(C=C(C=C1)CCCCC(CCCCCCC)O)NC(CC1C2=CC=CC=C2OC=2C=CC=CC12)=O (N-[2-t-Butyl-5-(6-hexyl-5-hydroxyhexyl)phenyl]-2-(9H-xanthen-9-yl)acetamide). Isolated yield 97.1%. Reaction SMILES: [BH4-].[Na+].[C:3]([C:7]1[CH:12]=[CH:11][C:10]([CH2:13][CH2:14][CH2:15][CH2:16][C:17](=[O:25])[CH2:18][CH:19]2[CH2:24][CH2:23][CH2:22][CH2:21][CH2:20]2)=[CH:9][C:8]=1[NH:26][C:27](=[O:43])[CH2:28][CH:29]1[C:42]2[CH:41]=[CH:40][CH:39]=[CH:38][C:37]=2[O:36][C:35]2[C:30]1=[CH:31][CH:32]=[CH:33][CH:34]=2)([CH3:6])([CH3:5])[CH3:4]>>[C:3]([C:7]1[CH:12]=[CH:11][C:10]([CH2:13][CH2:14][CH2:15][CH2:16][CH:17]([OH:25])[CH2:18][CH2:19][CH2:20][CH2:21][CH2:22][CH2:23][CH3:24])=[CH:9][C:8]=1[NH:26][C:27](=[O:43])[CH2:28][CH:29]1[C:30]2[CH:31]=[CH:32][CH:33]=[CH:34][C:35]=2[O:36][C:37]2[C:42]1=[CH:41][CH:40]=[CH:39][CH:38]=2)([CH3:4])([CH3:5])[CH3:6] |f:0.1|. Reported procedure: 37 mg (0.99 mmol) of sodium borohydride were added to 10 ml of a methanolic suspension containing 544 mg (0.986 mmol) of N-[2-t-butyl-5-(6-cyclohexyl-5-oxohexyl)phenyl]-2-(9H-xanthen-9-yl)acetamide (prepared as described in Example 21), in an ice bath. The ice bath was then removed, and the reaction mixture was stirred for 1 hour at room temperature. At the end of this time, the reaction solution was diluted with diethyl ether, washed with a saturated aqueous solution of ammonium chloride and th... Starting materials: COC(CS)=O (mercapto-acetic acid methyl ester), C([O-])([O-])=O.[K+].[K+] (potassium carbonate), C(C)(C)(C)OC(CBr)=O (bromo-acetic acid tert-butyl ester). Run in hexanes, CN(C=O)C (dimethylformamide). Conditions: time 8 hour. The product is C(C)(C)(C)OC(CSCC(=O)OC)=O (methoxycarbonylmethylsulfanyl-acetic acid tert-butyl ester). As a reaction SMILES: [CH3:1][O:2][C:3](=[O:6])[CH2:4][SH:5].C(=O)([O-])[O-].[K+].[K+].[C:13]([O:17][C:18](=[O:21])[CH2:19]Br)([CH3:16])([CH3:15])[CH3:14]>CN(C)C=O>[C:13]([O:17][C:18](=[O:21])[CH2:19][S:5][CH2:4][C:3]([O:2][CH3:1])=[O:6])([CH3:16])([CH3:15])[CH3:14] |f:1.2.3|. Reported procedure: To a solution of mercapto-acetic acid methyl ester (1.0 g, 9.42 mmol) in dimethylformamide (10 mL) at room temperature was added potassium carbonate (1.69 g) followed by bromo-acetic acid tert-butyl ester (1.84 g, 9.42 mmol). The resulting suspension was stirred at ambient temperature overnight and then diluted with hexanes. The organic layer was washed with water three times and brine once, dried over sodium sulfate, filtered and concentrated to give a colorless oil, which was used directly in ...